describe an organic reaction: reactants, conditions, products, and yield From a dataset of the Open Reaction Database (ORD), a public repository of structured organic reaction records. Reactants: CSC1(c2ccc(-c3ccccc3)cc2)CC(C(=O)O)N(C(=O)OCc2ccccc2)C1, CO. The product is COC(=O)C1CC(SC)(c2ccc(-c3ccccc3)cc2)CN1C(=O)OCc1ccccc1. Reaction SMILES: [CH2:1]([c:2]1[cH:3][cH:4][cH:5][cH:6][cH:7]1)[O:8][C:9](=[O:10])[N:11]1[CH:12]([C:30](=[O:31])[OH:32])[CH2:13][C:14]([S:16][CH3:17])([c:18]2[cH:19][cH:20][c:21](-[c:24]3[cH:25][cH:26][cH:27][cH:28][cH:29]3)[cH:22][cH:23]2)[CH2:15]1.[CH3:33][OH:34]>>[CH2:1]([c:2]1[cH:3][cH:4][cH:5][cH:6][cH:7]1)[O:8][C:9](=[O:10])[N:11]1[CH:12]([C:30](=[O:31])[O:32][CH3:33])[CH2:13][C:14]([S:16][CH3:17])([c:18]2[cH:19][cH:20][c:21](-[c:24]3[cH:25][cH:26][cH:27][cH:28][cH:29]3)[cH:22][cH:23]2)[CH2:15]1. The reactants are BrC=1C=C2C(=NNC2=C(C1)C(=O)N)C1CCN(CC1)S(=O)(=O)CCCOC (5-bromo-3-(1-{[3-(methyloxy)propyl]sulfonyl}-4-piperidinyl)-1H-indazole-7-carboxamide), BrC=1C=C2C(=NNC2=C(C1)C(=O)N)C1CCN(CC1)S(=O)(=O)CCCOC (5-bromo-3-(1-{[3-(methyloxy)propyl]sulfonyl}-4-piperidinyl)-1H-indazole-7-carboxamide), OCC=1C=C(C=CC1)B(O)O ([3-(hydroxymethyl)phenyl]boronic acid), C([O-])([O-])=O.[Cs+].[Cs+] (cesium carbonate). Reagents/catalysts: C=1C=CC(=CC1)[P](C=2C=CC=CC2)(C=3C=CC=CC3)[Pd]([P](C=4C=CC=CC4)(C=5C=CC=CC5)C=6C=CC=CC6)([P](C=7C=CC=CC7)(C=8C=CC=CC8)C=9C=CC=CC9)[P](C=1C=CC=CC1)(C=1C=CC=CC1)C=1C=CC=CC1 (Pd(PPh3)4). The solvent is O1CCOCC1.O (dioxane water). The product is OCC=1C=C2C(=NNC2=C(C1)C(=O)N)C1CCN(CC1)S(=O)(=O)CCCOC (5-(hydroxymethyl)-3-(1-{[3-(methyloxy)propyl]sulfonyl}-4-piperidinyl)-1H-indazole-7-carboxamide). Isolated yield 67.5%. As a reaction SMILES: Br[C:2]1[CH:3]=[C:4]2[C:8](=[C:9]([C:11]([NH2:13])=[O:12])[CH:10]=1)[NH:7][N:6]=[C:5]2[CH:14]1[CH2:19][CH2:18][N:17]([S:20]([CH2:23][CH2:24][CH2:25][O:26][CH3:27])(=[O:22])=[O:21])[CH2:16][CH2:15]1.[OH:28][CH2:29]C1C=C(B(O)O)C=CC=1.C(=O)([O-])[O-].[Cs+].[Cs+]>O1CCOCC1.O.C1C=CC([P]([Pd]([P](C2C=CC=CC=2)(C2C=CC=CC=2)C2C=CC=CC=2)([P](C2C=CC=CC=2)(C2C=CC=CC=2)C2C=CC=CC=2)[P](C2C=CC=CC=2)(C2C=CC=CC=2)C2C=CC=CC=2)(C2C=CC=CC=2)C2C=CC=CC=2)=CC=1>[OH:28][CH2:29][C:2]1[CH:3]=[C:4]2[C:8](=[C:9]([C:11]([NH2:13])=[O:12])[CH:10]=1)[NH:7][N:6]=[C:5]2[CH:14]1[CH2:15][CH2:16][N:17]([S:20]([CH2:23][CH2:24][CH2:25][O:26][CH3:27])(=[O:21])=[O:22])[CH2:18][CH2:19]1 |f:2.3.4,5.6,^1:55,57,76,95|. Procedure: Following the general procedure of Example 65, a mixture of 5-bromo-3-(1-{[3-(methyloxy)propyl]sulfonyl}-4-piperidinyl)-1H-indazole-7-carboxamide (Intermediate 25) (30 mg, 0.065 mmol), [3-(hydroxymethyl)phenyl]boronic acid (40 mg, 0.26 mmols), cesium carbonate (42.5 mg, 0.13 mmol), and Pd(PPh3)4 (22 mg) in dioxane/water (2 mL/0.7 mL) was reacted. The reaction mixture was concentrated, redissolved in methylene chloride and filtered. The filtrate was concentrated and the residue was purified by us... Starting materials: C(C)(=O)O (acetic acid), C(CCC)[Li] (n-Butyllithium), C(C)(C)(C)[Si](C)(C)OCC1=C(C=CC(=C1)C(F)(F)F)C1=C(C=C(C(=C1)C(C)C)F)OC (tert-butyl{[4′-fluoro-5′-isopropyl-2′-methoxy-4-(trifluoromethyl)biphenyl-2-yl]methoxy}dimethylsilane), B(OC)(OC)OC (Trimethyl borate), OO (hydrogen peroxide). Run in O (water), C1CCOC1 (THF). Run at temperature -78 celsius, time 2 hour. Product: [Si](C)(C)(C(C)(C)C)OCC1=C(C=CC(=C1)C(F)(F)F)C1=C(C(=C(C(=C1)C(C)C)F)O)OC (2′-({[tert-butyl(dimethyl)silyl]oxy}methyl)-4-fluoro-5-isopropyl-2-methoxy-4′-(trifluoromethyl)biphenyl-3-ol). Reaction SMILES: C([Li])CCC.[C:6]([Si:10]([O:13][CH2:14][C:15]1[CH:20]=[C:19]([C:21]([F:24])([F:23])[F:22])[CH:18]=[CH:17][C:16]=1[C:25]1[CH:30]=[C:29]([CH:31]([CH3:33])[CH3:32])[C:28]([F:34])=[CH:27][C:26]=1[O:35][CH3:36])([CH3:12])[CH3:11])([CH3:9])([CH3:8])[CH3:7].B(OC)(OC)[O:38]C.C(O)(=O)C.OO>C1COCC1.O>[Si:10]([O:13][CH2:14][C:15]1[CH:20]=[C:19]([C:21]([F:24])([F:22])[F:23])[CH:18]=[CH:17][C:16]=1[C:25]1[CH:30]=[C:29]([CH:31]([CH3:32])[CH3:33])[C:28]([F:34])=[C:27]([OH:38])[C:26]=1[O:35][CH3:36])([C:6]([CH3:7])([CH3:8])[CH3:9])([CH3:12])[CH3:11]. Procedure details: n-Butyllithium (1.6M in hexanes, 261 μL, 0.417 mmol) was added dropwise over 30-45 min with a syringe pump to a stirred solution of tert-butyl{[4′-fluoro-5′-isopropyl-2′-methoxy-4-(trifluoromethyl)biphenyl-2-yl]methoxy}dimethylsilane (200 mg, 0.438 mmol) in dry THF (0.5 mL) at −78° C. under N2. The reaction was stirred for a further 2 h at −78° C. after the addition to give a violet colored solution. Trimethyl borate (43.4 mg, 47 μL, 0.417 mmol) was added dropwise and the reaction was stirred at... Starting materials: CC(C)(C)N, CCO, C#CCCCCNC(=O)c1cnc(OCC2CO2)s1. The product is C#CCCCCNC(=O)c1cnc(OCC(O)CNC(C)(C)C)s1. As a reaction SMILES: [C:20]([CH3:21])([CH3:22])([CH3:23])[NH2:24].[CH3:25][CH2:26][OH:27].[O:1]1[CH2:2][CH:3]1[CH2:4][O:5][c:6]1[s:7][c:8]([C:11](=[O:12])[NH:13][CH2:14][CH2:15][CH2:16][CH2:17][C:18]#[CH:19])[cH:9][n:10]1>>[OH:1][CH:3]([CH2:2][NH:24][C:20]([CH3:21])([CH3:22])[CH3:23])[CH2:4][O:5][c:6]1[s:7][c:8]([C:11](=[O:12])[NH:13][CH2:14][CH2:15][CH2:16][CH2:17][C:18]#[CH:19])[cH:9][n:10]1. Reactants: COc2ccc1ccccc1c2c3ccccc3 (substrate), Cn2cnc1ccccc12 (effective_coupling_partner). The reagents and catalysts are CDC. Conditions: temperature 90 celsius, time 16 hour. Yields the product Cn5c(c2ccc1ccccc1c2c3ccccc3)nc4ccccc45.